describe an organic reaction: reactants, conditions, products, and yield From a dataset of the Open Reaction Database (ORD), a public repository of structured organic reaction records. Starting materials: Cl, Nc1cc(F)ccc1[N+](=O)[O-], [I-], [K+], O=N[O-], [Na+]. Yields the product O=[N+]([O-])c1ccc(F)cc1I. Reaction SMILES: [ClH:18].[F:1][c:2]1[cH:3][cH:4][c:5]([N+:9](=[O:10])[O-:11])[c:6]([NH2:7])[cH:8]1.[I-:17].[K+:16].[N:12]([O-:13])=[O:14].[Na+:15]>>[F:1][c:2]1[cH:3][cH:4][c:5]([N+:9](=[O:10])[O-:11])[c:6]([I:17])[cH:8]1.